Task: describe an organic reaction: reactants, conditions, products, and yield. Dataset: the Open Reaction Database (ORD), a public repository of structured organic reaction records Reactants: [OH-].[Na+] (sodium hydroxide), ClC(=O)OCC (ethyl chloroformate), O (water), NC[C@@H](C)O ((R)-1-amino-2-propanol). The solvent is O1CCOCC1 (1,4-dioxane). Reaction conditions: time 30 minute. Product: C(C)OC(=O)NC[C@@H](C)O ((R)-1-ethoxycarbonylamino-2-propanol). Reaction SMILES: [OH-].[Na+].Cl[C:4]([O:6][CH2:7][CH3:8])=[O:5].O.[NH2:10][CH2:11][C@H:12]([OH:14])[CH3:13]>O1CCOCC1>[CH2:7]([O:6][C:4]([NH:10][CH2:11][C@H:12]([OH:14])[CH3:13])=[O:5])[CH3:8] |f:0.1|. Procedure details: In an amount of 246 mg of (R)-1-amino-2-propanol was dissolved in 5 ml of 1,4-dioxane, added with 722 ml of 5 N aqueous sodium hydroxide, then added with 345 μl of ethyl chloroformate, and stirred at room temperature for 30 minutes. The reaction mixture was added with water, and extracted with ethyl acetate, and the organic layer was dried over anhydrous magnesium sulfate, and then filtered. The filtrate was concentrated under reduced pressure to obtain 465 mg of (R)-1-ethoxycarbonylamino-2-prop... Reactants: COC(=O)c1ccc(C(=O)Cl)cc1, ClC(Cl)Cl, CC(C)(C)OC(=O)Nc1ccc(-c2cccs2)cc1N, c1ccncc1. The product is COC(=O)c1ccc(C(=O)Nc2cc(-c3cccs3)ccc2NC(=O)OC(C)(C)C)cc1. As a reaction SMILES: [Cl:1][C:2](=[O:3])[c:4]1[cH:5][cH:6][c:7]([C:8](=[O:9])[O:10][CH3:11])[cH:12][cH:13]1.[Cl:34][CH:35]([Cl:36])[Cl:37].[NH2:14][c:15]1[c:16]([NH:26][C:27]([O:28][C:29]([CH3:30])([CH3:31])[CH3:32])=[O:33])[cH:17][cH:18][c:19](-[c:21]2[s:22][cH:23][cH:24][cH:25]2)[cH:20]1.[cH:38]1[cH:39][cH:40][n:41][cH:42][cH:43]1>>[C:2](=[O:3])([c:4]1[cH:5][cH:6][c:7]([C:8](=[O:9])[O:10][CH3:11])[cH:12][cH:13]1)[NH:14][c:15]1[c:16]([NH:26][C:27]([O:28][C:29]([CH3:30])([CH3:31])[CH3:32])=[O:33])[cH:17][cH:18][c:19](-[c:21]2[s:22][cH:23][cH:24][cH:25]2)[cH:20]1. Starting materials: C(C)OC1OC=2CCCC(C2C1)=O (2-ethoxy-4-oxo-2,3,4,5,6,7-hexahydrocoumarone), C(C1=CC=CC=C1)N (benzylamine). Run at temperature 110 celsius. Product: C(C1=CC=CC=C1)N1C=CC=2C(CCCC12)=O (N-benzyl-4-oxo-4,5,6,7-tetrahydroindole). Isolated yield 56.0%. Reaction SMILES: C(O[CH:4]1[CH2:12][C:11]2[C:10](=[O:13])[CH2:9][CH2:8][CH2:7][C:6]=2O1)C.[CH2:14]([NH2:21])[C:15]1[CH:20]=[CH:19][CH:18]=[CH:17][CH:16]=1>>[CH2:14]([N:21]1[C:6]2[CH2:7][CH2:8][CH2:9][C:10](=[O:13])[C:11]=2[CH:12]=[CH:4]1)[C:15]1[CH:20]=[CH:19][CH:18]=[CH:17][CH:16]=1. Reported procedure: A mixture of 182 mg of 2-ethoxy-4-oxo-2,3,4,5,6,7-hexahydrocoumarone and 1 ml of benzylamine was heated in a glass tube at 110° C. for 12 hours. The reaction mixture was purified by column chromatography on silica gel using a solvent mixture of ethyl acetate and n-hexane (1:1) to give 126 mg of N-benzyl-4-oxo-4,5,6,7-tetrahydroindole as white crystals (yield 56%). ##STR21## The reactants are Intermediate 20, BrC=1C=C(C=CC1C)N(S(=O)(=O)C)C (N-(3-bromo-4-methylphenyl)-N-methylmethanesulfonamide), BrC=1C=C(C=CC1C)N(S(=O)(=O)C)C (N-(3-bromo-4-methylphenyl)-N-methylmethanesulfonamide), C(C)(C)(C)OC(COC1=C(C=C(C=C1)Cl)C#C)=O (tert-butyl(4-chloro-2-ethynylphenoxy)acetate), C(C)(C)(C)OC(COC1=C(C=C(C=C1)Cl)C#C)=O (tert-butyl(4-chloro-2-ethynylphenoxy)acetate). Yields the product C(C)(C)(C)OC(COC1=C(C=C(C=C1)Cl)C#CC1=C(C=CC(=C1)N(S(=O)(=O)C)C)C)=O (tert-butyl[4-chloro-2-({2-methyl-5-[methyl(methylsulfonyl)amino]phenyl}ethynyl)phenoxy]acetate). Reaction SMILES: [C:1]([O:5][C:6](=[O:18])[CH2:7][O:8][C:9]1[CH:14]=[CH:13][C:12]([Cl:15])=[CH:11][C:10]=1[C:16]#[CH:17])([CH3:4])([CH3:3])[CH3:2].Br[C:20]1[CH:21]=[C:22]([N:27]([CH3:32])[S:28]([CH3:31])(=[O:30])=[O:29])[CH:23]=[CH:24][C:25]=1[CH3:26]>>[C:1]([O:5][C:6](=[O:18])[CH2:7][O:8][C:9]1[CH:14]=[CH:13][C:12]([Cl:15])=[CH:11][C:10]=1[C:16]#[C:17][C:20]1[CH:21]=[C:22]([N:27]([CH3:32])[S:28]([CH3:31])(=[O:30])=[O:29])[CH:23]=[CH:24][C:25]=1[CH3:26])([CH3:4])([CH3:3])[CH3:2]. Reported procedure: Following the general method as outlined in Intermediate 20, starting from (4-chloro-2-ethynyl-phenoxy)-acetic acid tert-butyl ester (Intermediate 3) and N-(3-bromo-4-methylphenyl)-N-methylmethanesulfonamide (Intermediate 197), the title compound was obtained after purification by flash column chromatography (silica), eluting with cyclohexane containing increasing amounts of EtOAc. Reactants: C1CCOC1, COC(=O)c1ccc2c(C3CCCCC3)c3n(c2c1)CC(C(=O)OC)Cc1ccccc1-3, Cl, O. Yields the product COC(=O)c1ccc2c(C3CCCCC3)c3n(c2c1)CC(CO)Cc1ccccc1-3. As a reaction SMILES: [CH2:35]1[O:36][CH2:37][CH2:38][CH2:39]1.[CH:1]1([c:7]2[c:8]3[cH:9][cH:10][c:11]([C:29](=[O:30])[O:31][CH3:32])[cH:12][c:13]3[n:14]3[c:15]2-[c:16]2[c:17]([cH:25][cH:26][cH:27][cH:28]2)[CH2:18][CH:19]([C:21](=[O:22])[O:23][CH3:24])[CH2:20]3)[CH2:2][CH2:3][CH2:4][CH2:5][CH2:6]1.[ClH:34].[OH2:33]>>[CH:1]1([c:7]2[c:8]3[cH:9][cH:10][c:11]([C:29](=[O:30])[O:31][CH3:32])[cH:12][c:13]3[n:14]3[c:15]2-[c:16]2[c:17]([cH:25][cH:26][cH:27][cH:28]2)[CH2:18][CH:19]([CH2:21][OH:22])[CH2:20]3)[CH2:2][CH2:3][CH2:4][CH2:5][CH2:6]1. Reactants: C1OC=2C=C(C=NCC(OC)OC)C=CC2O1 ((3,4-Methylenedioxybenzylidene)-(2,2-dimethoxyethyl)amine), [BH4-].[Na+] (NaBH4). The solvent is CO (methanol). The product is C1OC=2C=C(CNCC(OC)OC)C=CC2O1 ((3,4-Methylenedioxybenzyl)-(2,2-dimethoxyethyl)amine). Yield: 45.5%. RXN SMILES: [CH2:1]1[O:17][C:16]2[CH:15]=[CH:14][C:5]([CH:6]=[N:7][CH2:8][CH:9]([O:12][CH3:13])[O:10][CH3:11])=[CH:4][C:3]=2[O:2]1.[BH4-].[Na+]>CO>[CH2:1]1[O:17][C:16]2[CH:15]=[CH:14][C:5]([CH2:6][NH:7][CH2:8][CH:9]([O:12][CH3:13])[O:10][CH3:11])=[CH:4][C:3]=2[O:2]1 |f:1.2|. Procedure details: Imine 11b (10.74 g, 0.045 mol) was dissolved in methanol (100 mL) and NaBH4 (2×3 g) was added over 1 h while stirring the reaction mixture at room temperature. The reaction was quenched with methanol and the reaction mixture was concentrated and then diluted with diethyl ether (400 mL). The precipitate formed was removed by filtration. The filtrate was washed with water (2×200 mL), brine (200 mL), dried (Na2SO4) and concentrated to provide a yellow liquid (4.90 g, 46%). 1H NMR (300 MHz CDCl3) 6.... The reactants are CC1=CC2=C(C(=C1)O)C(=O)C3=C(C=C(C=C3O)O)C2 (emodin anthrone), ferric chloride. Solvent: C(C)O (ethanol). The product is CC1=CC=2C3=C4C=5C=C(C=C(C5C(=O)C=6C4=C(C(=CC6O)O)C=7C3=C(C(=CC7O)O)C(=O)C2C(=C1)O)O)C (protohypericin). As a reaction SMILES: [CH3:1][C:2]1[CH:7]=[C:6]([OH:8])[C:5]2[C:9]([C:11]3[C:16]([OH:17])=[CH:15][C:14]([OH:18])=[CH:13][C:12]=3[CH2:19][C:4]=2[CH:3]=1)=[O:10]>C(O)C>[CH3:1][C:2]1[CH:7]=[C:6]([OH:8])[C:5]2[C:9](=[O:10])[C:11]3[C:16]([OH:17])=[CH:15][C:14]([OH:18])=[C:13]4[C:12]=3[C:19](=[C:19]3[C:12]5=[C:13]4[C:14]([OH:18])=[CH:15][C:16]([OH:17])=[C:11]5[C:9](=[O:10])[C:5]4[C:6]([OH:8])=[CH:7][C:2]([CH3:1])=[CH:3][C:4]3=4)[C:4]=2[CH:3]=1. Procedure details: Emodin anthrone is dimerized to give the 10,10'-coupled bianthrones by reacting emodin anthrone with ferric chloride (FeCl3) in ethanol, as described in Kinget, R., Planta. Med., vol. 15, pp. 233-39 (1967), which is also incorporated herein by specific reference. This reaction results in two diastereomers, the meso and the dl-pair. These compounds are readily separated on reverse phase high pressure liquid chromatography ("HPLC"). Subsequent oxidation of the bianthrones with oxygen in methanol c... Reactants: C(C)(=O)NC1=C(C=C(C=C1)S(=O)CC1=CC=CC=C1)[N+](=O)[O-] (1-acetamido-2-nitro-4-benzylsulfinylbenzene), [OH-].[Na+] (sodium hydroxide), CO (methanol). RXN SMILES: C([NH:4][C:5]1[CH:10]=[CH:9][C:8]([S:11]([CH2:13][C:14]2[CH:19]=[CH:18][CH:17]=[CH:16][CH:15]=2)=[O:12])=[CH:7][C:6]=1[N+:20]([O-:22])=[O:21])(=O)C.[OH-].[Na+].CO>O>[NH2:4][C:5]1[CH:10]=[CH:9][C:8]([S:11]([CH2:13][C:14]2[CH:19]=[CH:18][CH:17]=[CH:16][CH:15]=2)=[O:12])=[CH:7][C:6]=1[N+:20]([O-:22])=[O:21] |f:1.2|. Procedure details: 2.42 G. 1-acetamido-2-nitro-4-benzylthiobenzene in 25 ml. chloroform is treated at -20 to -15° C with 1.6 g. 40% peracetic acid in 2 ml. methanol. The mixture is allowed to warm slowly to room temperature, held for 6 hours and washed with sodium bisulfite solution and sodium bicarbonate solution, dried and stripped. The residue is recrystallized from methanol giving 1-acetamido-2-nitro-4-benzylsulfinylbenzene. 2.14 G. 1-acetamido-2-nitro-4-benzylsulfinylbenzene is treated with 4 ml. 5N sodium hy... The solvent is O (water). Product: NC1=C(C=C(C=C1)S(=O)CC1=CC=CC=C1)[N+](=O)[O-] (1-amino-2-nitro-4-benzylsulfinylbenzene). The reactants are NC1CN(CCC1)C(=O)OCC (3-amino-1-carbethoxypiperidine), C(C)(=O)OC1C2=CC=CC=C2OC=2C=CC=CC12 (9-acetoxyxanthene). Solvent: C1(=CC=CC=C1)C (toluene). Product: C(C)OC(=O)N1CC(CCC1)NC1C2=CC=CC=C2OC=2C=CC=CC12 (N-(N-ethoxycarbonyl-3-piperidinyl)-9-xanthenylamine). RXN SMILES: [NH2:1][CH:2]1[CH2:7][CH2:6][CH2:5][N:4]([C:8]([O:10][CH2:11][CH3:12])=[O:9])[CH2:3]1.C(O[CH:17]1[C:30]2[CH:29]=[CH:28][CH:27]=[CH:26][C:25]=2[O:24][C:23]2[C:18]1=[CH:19][CH:20]=[CH:21][CH:22]=2)(=O)C>C1(C)C=CC=CC=1>[CH2:11]([O:10][C:8]([N:4]1[CH2:5][CH2:6][CH2:7][CH:2]([NH:1][CH:17]2[C:18]3[CH:19]=[CH:20][CH:21]=[CH:22][C:23]=3[O:24][C:25]3[C:30]2=[CH:29][CH:28]=[CH:27][CH:26]=3)[CH2:3]1)=[O:9])[CH3:12]. Reported procedure: A mixture of 3-amino-1-carbethoxypiperidine and 9-acetoxyxanthene in dry toluene is refluxed by the procedure of Example 1 to give N-(N-ethoxycarbonyl-3-piperidinyl)-9-xanthenylamine.